From a dataset of the Open Reaction Database (ORD), a public repository of structured organic reaction records. describe an organic reaction: reactants, conditions, products, and yield Starting materials: O (water), C(OCC)(=O)Cl (ethyl chlorocarbonate), CC1OC2=C(C1)C=C(C=C2C(=O)O)S(=O)(=O)C (2-Methyl-5-methylsulfonyl-2,3-dihydrobenzofuran-7-carboxylic acid), C(C)N1C(CCC1)CN (1-ethyl-2-aminomethylpyrrolidine). The solvent is CN(C=O)C (dimethylformamide), CC(=O)C (acetone), C(C)N(CC)CC (triethylamine). Run at time 15 hour. The product is Cl.C(C)N1C(CCC1)CNC(=O)C1=CC(=CC=2CC(OC21)C)S(=O)(=O)C (N-(1-ethyl-2-pyrrolidinylmethyl)-2-methyl-5-methylsulfonyl-2,3-dihydrobenzofuran-7-carboxamide hydrochloride). As a reaction SMILES: [CH3:1][CH:2]1[CH2:6][C:5]2[CH:7]=[C:8]([S:14]([CH3:17])(=[O:16])=[O:15])[CH:9]=[C:10]([C:11]([OH:13])=O)[C:4]=2[O:3]1.C([Cl:23])(=O)OCC.[CH2:24]([N:26]1[CH2:30][CH2:29][CH2:28][CH:27]1[CH2:31][NH2:32])[CH3:25].O>CN(C)C=O.CC(C)=O.C(N(CC)CC)C>[ClH:23].[CH2:24]([N:26]1[CH2:30][CH2:29][CH2:28][CH:27]1[CH2:31][NH:32][C:11]([C:10]1[C:4]2[O:3][CH:2]([CH3:1])[CH2:6][C:5]=2[CH:7]=[C:8]([S:14]([CH3:17])(=[O:16])=[O:15])[CH:9]=1)=[O:13])[CH3:25] |f:7.8|. Procedure details: 2-Methyl-5-methylsulfonyl-2,3-dihydrobenzofuran-7-carboxylic acid, 5.0 g, is dissolved in a mixed solvent of 40 ml of dimethylformamide and 20 ml of acetone, 6.5 ml of triethylamine is added, and the whole is stirred. At room temperature, 2.3 g of ethyl chlorocarbonate is added and the solution is stirred for one hour. Thereafter, 3.0 g of 1-ethyl-2-aminomethylpyrrolidine is added, and the reactant is stirred for one and a half hours and allowed to stand for 15 hours. After excess triethylamine ... Starting materials: CC(C1=C(C(=CC=C1)Cl)Cl)O (α-Methyl-2,3-dichlorobenzyl alcohol), Cl[O-].[Na+] (sodium hypochlorite), starch iodide, S([O-])(O)=O.[Na+] (sodium bisulphite), starch iodide. The solvent is C(C)(=O)O (acetic acid). Reaction conditions: temperature 20 celsius. Product: CC(=O)C1=C(C(=CC=C1)Cl)Cl (2,3-Dichloroacetophenone). The yield is 65.1%. As a reaction SMILES: [CH3:1][CH:2]([OH:11])[C:3]1[CH:8]=[CH:7][CH:6]=[C:5]([Cl:9])[C:4]=1[Cl:10].Cl[O-].[Na+].S(=O)(O)[O-].[Na+]>C(O)(=O)C>[CH3:1][C:2]([C:3]1[CH:8]=[CH:7][CH:6]=[C:5]([Cl:9])[C:4]=1[Cl:10])=[O:11] |f:1.2,3.4|. Procedure details: α-Methyl-2,3-dichlorobenzyl alcohol (5.0 g, 0.026 mol) was dissolved in acetic acid (24 ml) and 12% w/v sodium hypochlorite solution (23.26 ml, 0.0314 mol) was added slowly dropwise, with stirring, at a temperature of 15-25° C. When the addition was complete the reaction mixture was stirred at ambient temperature for approximately 1% hours until a starch/iodide test gave a positive result. Saturated sodium bisulphite solution was added to the reaction mixture until the starch/iodide test was neg...